This data is from the Open Reaction Database (ORD), a public repository of structured organic reaction records. The task is: describe an organic reaction: reactants, conditions, products, and yield Starting materials: C(CCC)C=1N=C(SC1CSC1=CC=C(C#N)C=C1)C1=CC=C(C=C1)C(F)(F)F (4-[4-butyl-2-(4-trifluoromethyl-phenyl)-thiazol-5-ylmethylsulfanyl]-benzonitrile), ClC1=CC(=CC=C1)C(=O)OO (meta-chloroperbenzoic acid), [Na] (sodium). Solvent: ClCCl (dichloromethane). Run at temperature 0 celsius, time 2 hour. Yields the product C(CCC)C=1N=C(SC1CS(=O)C1=CC=C(C#N)C=C1)C1=CC=C(C=C1)C(F)(F)F (4-[4-butyl-2-(4-trifluoromethyl-phenyl)-thiazol-5-ylmethylsulfinyl]-benzonitrile). Yield: 89.2%. As a reaction SMILES: [CH2:1]([C:5]1[N:6]=[C:7]([C:20]2[CH:25]=[CH:24][C:23]([C:26]([F:29])([F:28])[F:27])=[CH:22][CH:21]=2)[S:8][C:9]=1[CH2:10][S:11][C:12]1[CH:19]=[CH:18][C:15]([C:16]#[N:17])=[CH:14][CH:13]=1)[CH2:2][CH2:3][CH3:4].ClC1C=CC=C(C(OO)=[O:38])C=1.[Na]>ClCCl>[CH2:1]([C:5]1[N:6]=[C:7]([C:20]2[CH:21]=[CH:22][C:23]([C:26]([F:27])([F:28])[F:29])=[CH:24][CH:25]=2)[S:8][C:9]=1[CH2:10][S:11]([C:12]1[CH:19]=[CH:18][C:15]([C:16]#[N:17])=[CH:14][CH:13]=1)=[O:38])[CH2:2][CH2:3][CH3:4] |^1:40|. Reported procedure: To a solution of 200 mg of 4-[4-butyl-2-(4-trifluoromethyl-phenyl)-thiazol-5-ylmethylsulfanyl]-benzonitrile (prepared according to the method described in example 14) in 4 ml of dichloromethane at 0° C. was added 80 mg of meta-chloroperbenzoic acid. The resulting mixture was stirred at 0° C. for 5 hours, at room temperature for 2 hours than kept in the fridge overnight. A saturated aqueous solution of sodium hydrogenocarbonate was added and the organic layer was separated. The aqueous layer was ...